This data is from the Open Reaction Database (ORD), a public repository of structured organic reaction records. The task is: describe an organic reaction: reactants, conditions, products, and yield Reactants: BrCCCCCOC=1C(=CC2=C(C3=C(C(O2)=O)CCC3)C1)OC (8-(5-bromopentyloxy)-2,3-dihydro-7-methoxy-cyclopenta[c][1]benzopyran-4(1H)-one), C1(=CC=CC=C1)C1CCNCC1 (4-phenylpiperidine), C(\C=C\C(=O)[O-])(=O)[O-] (Fumarate). Run in CC(C)(C)OC (TBME), C(C)(C)O (isopropanol), CC(C)(C)OC (TBME), C(C)(C)O (isopropanol). Isolated yield 37.0%. RXN SMILES: Br[CH2:2][CH2:3][CH2:4][CH2:5][CH2:6][O:7][C:8]1[C:9]([O:22][CH3:23])=[CH:10][C:11]2[O:16][C:15](=[O:17])[C:14]3[CH2:18][CH2:19][CH2:20][C:13]=3[C:12]=2[CH:21]=1.[C:24]1([CH:30]2[CH2:35][CH2:34][NH:33][CH2:32][CH2:31]2)[CH:29]=[CH:28][CH:27]=[CH:26][CH:25]=1.C([O-])(=O)/C=C/C([O-])=O>CC(OC)(C)C.C(O)(C)C>[CH3:23][O:22][C:9]1[C:8]([O:7][CH2:6][CH2:5][CH2:4][CH2:3][CH2:2][N:33]2[CH2:34][CH2:35][CH:30]([C:24]3[CH:29]=[CH:28][CH:27]=[CH:26][CH:25]=3)[CH2:31][CH2:32]2)=[CH:21][C:12]2[C:13]3[CH2:20][CH2:19][CH2:18][C:14]=3[C:15](=[O:17])[O:16][C:11]=2[CH:10]=1. Procedure details: Method B (20 h at 80° C.); starting materials: 8-(5-bromopentyloxy)-2,3-dihydro-7-methoxy-cyclopenta[c][1]benzopyran-4(1H)-one (example 85) and 4-phenylpiperidine; yield 37%; fusion point 103°-105° C. (from isopropanol and TBME). Fumarate: method E; yield 94%; fusion point 176°-178° C. (from isopropanol and TBME). Yields the product COC1=CC2=C(C3=C(C(O2)=O)CCC3)C=C1OCCCCCN1CCC(CC1)C1=CC=CC=C1 (2,3-dihydro-7-methoxy-8-[5-(4-phenyl-1-piperidinyl)pentyloxy]cyclopenta[c][1]benzopyran-4(1H)-one). Reactants: CN (Methylamine), C(C1=CC=CC=C1)OC(=O)N1CC(CC1)S(=O)(=O)Cl (3-chlorosulfonyl-pyrrolidine-1-carboxylic acid benzyl ester), O (Water). Run in C1CCOC1 (THF). Run at temperature 0 celsius, time 10 minute. The product is CNS(=O)(=O)C1CN(CC1)C(=O)OCC1=CC=CC=C1 (benzyl 3-[(methylamino)sulfonyl]-1-pyrrolidinecarboxylate). The yield is 69.0%. As a reaction SMILES: [CH3:1][NH2:2].[CH2:3]([O:10][C:11]([N:13]1[CH2:17][CH2:16][CH:15]([S:18](Cl)(=[O:20])=[O:19])[CH2:14]1)=[O:12])[C:4]1[CH:9]=[CH:8][CH:7]=[CH:6][CH:5]=1.O>C1COCC1>[CH3:1][NH:2][S:18]([CH:15]1[CH2:16][CH2:17][N:13]([C:11]([O:10][CH2:3][C:4]2[CH:9]=[CH:8][CH:7]=[CH:6][CH:5]=2)=[O:12])[CH2:14]1)(=[O:20])=[O:19]. Procedure details: Methylamine (40 wt % in H2O, 1 mL) was added to a solution of 3-chlorosulfonyl-pyrrolidine-1-carboxylic acid benzyl ester (256 mg, 0.843 mmol) in THF (1 mL) at 0° C. The mixture was stirred at 0° C. for 10 min, and then warmed to room temperature and stirred for 2 hrs. Water was added and the phases were separated. The aqueous phase was extracted with CH2Cl2 (2×), the combined organic extracts were dried (Na2SO4), and the solvent was removed under vacuum. Chromatography on neutral alumina, eluti... The reactants are CNC1=CC=C(C=C1)O (N-methyl-p-aminophenol), C(OCC)(OCC)OCC (triethyl orthoformate), C(CC#N)#N (malononitrile). The solvent is C(C)O (ethanol), O (water). Conditions: time 0.5 hour. The product is C(#N)C(C#N)=CN(C1=CC=C(C=C1)O)C (α-cyano-β-(N-methyl-p-hydroxyanilino)acrylonitrile). Isolated yield 44.2%. RXN SMILES: [CH3:1][NH:2][C:3]1[CH:8]=[CH:7][C:6]([OH:9])=[CH:5][CH:4]=1.[CH:10](OCC)(OCC)OCC.[C:20](#[N:24])[CH2:21][C:22]#[N:23]>C(O)C.O>[C:22]([C:21](=[CH:1][N:2]([CH3:10])[C:3]1[CH:8]=[CH:7][C:6]([OH:9])=[CH:5][CH:4]=1)[C:20]#[N:24])#[N:23]. Procedure: A mixture of 62.5 grams (0.5 mole) of N-methyl-p-aminophenol, 74.0 grams (0.5 mole) of triethyl orthoformate, and 33.5 grams (0.5 mole) of malononitrile in 400 milliliters of 99.5% ethanol was prepared under a nitrogen atmosphere and heated at 75°-78° C. for 17 hours. The reaction mixture was cooled to room temperature, diluted with 1.5 liters of water plus ice and allowed to stand 1/2 hour. The precipitate was filtered to obtain 44 grams of α-cyano-β-(N-methyl-p-hydroxyanilino)acrylonitrile, me... The reactants are COC=1C=C(C(C(=O)OC)=CC1)O (methyl 4-methoxysalicylate), CC(C)([O-])C.[K+] (potassium t-butoxide), O (H2O), BrC(C)C (2-bromopropane). Solvent: C(C)(=O)OCC.CCCCCC (ethyl acetate hexane), CS(=O)C (dimethyl sulfoxide), CS(=O)C (dimethylsulfoxide). Run at temperature 25 celsius, time 70 minute. The product is COC1=CC(=C(C(=O)OC)C=C1)OC(C)C (methyl 4-methoxy-2-(1-methylethoxy)benzoate). As a reaction SMILES: [CH3:1][O:2][C:3]1[CH:4]=[C:5]([OH:13])[C:6](=[CH:11][CH:12]=1)[C:7]([O:9][CH3:10])=[O:8].[CH3:14][C:15](C)([O-])[CH3:16].[K+].BrC(C)C.O>CS(C)=O.C(OCC)(=O)C.CCCCCC>[CH3:1][O:2][C:3]1[CH:12]=[CH:11][C:6]([C:7]([O:9][CH3:10])=[O:8])=[C:5]([O:13][CH:15]([CH3:16])[CH3:14])[CH:4]=1 |f:1.2,6.7|. Procedure details: A solution of 10.0 g (54.9 mmol) methyl 4-methoxysalicylate in 35 ml of dimethyl sulfoxide is treated dropwise with 7.4 g (65.9 mmol) of potassium t-butoxide in 75 ml of dimethylsulfoxide. The resulting pale yellow solution is stirred at 25° C. under nitrogen for 70 minutes. Then 19.7 g (159.8 mmol) of 2-bromopropane is added and the resulting mixture is stirred at 25° C. for 70 hours. The reaction mixture is poured onto 400 ml of H2O and the resulting solution is extracted with diethyl ether (3... The solvent is C(Cl)Cl (CH2Cl2). Product: C1=C(C=CC2=CC=CC=C12)CC=1OC(=C(C1C(=O)C1=CC(=C(C(=C1)C(C)C)OC)C(C)C)C)C ((2-Naphthalen-2-ylmethyl-4,5-dimethyl-furan-3-yl)-(3,5-diisopropyl-4-methoxy-phenyl)-methanone). Reaction SMILES: [CH:1]([C:4]1[CH:5]=[C:6]([CH:10]=[C:11]([CH:15]([CH3:17])[CH3:16])[C:12]=1[O:13][CH3:14])[C:7]([OH:9])=O)([CH3:3])[CH3:2].C(Cl)(=O)C(Cl)=O.[Sn](Cl)(Cl)(Cl)Cl.[CH:29]1[C:38]2[C:33](=[CH:34][CH:35]=[CH:36][CH:37]=2)[CH:32]=[CH:31][C:30]=1[CH2:39][C:40]1[O:41][C:42]([CH3:46])=[C:43]([CH3:45])[CH:44]=1>CN(C)C=O.C(Cl)Cl>[CH:29]1[C:38]2[C:33](=[CH:34][CH:35]=[CH:36][CH:37]=2)[CH:32]=[CH:31][C:30]=1[CH2:39][C:40]1[O:41][C:42]([CH3:46])=[C:43]([CH3:45])[C:44]=1[C:7]([C:6]1[CH:10]=[C:11]([CH:15]([CH3:17])[CH3:16])[C:12]([O:13][CH3:14])=[C:4]([CH:1]([CH3:2])[CH3:3])[CH:5]=1)=[O:9]. The reagents and catalysts are CN(C=O)C (N,N-dimethylformamide). Procedure details: The title compound was prepared according to the procedure in Example 5, step 2 using 3,5-diisopropyl-p-anisic acid (0.93 g, 3.95 mmol, RN-117439-59-5), oxalyl chloride (0.377 mL, 4.33 mmol), N,N-dimethylformamide (2 drops), tin (IV) chloride (0.507 mL, 4.33 mmol) and 2-naphthalen-2-ylmethyl-4,5-dimethylfuran (0.93 g, 3.94 mmol) in CH2Cl2. Purification on Biotage KP-Sil eluting with a 2 & 4% EtOAc/pet ether step gradient gave 0.357 g (20%) of the title compound. 1H NMR (DMSO-d6) δ1.14 (d, 12H), ... The reactants are C(C)(C)C=1C=C(C(=O)O)C=C(C1OC)C(C)C (3,5-diisopropyl-p-anisic acid), C1=C(C=CC2=CC=CC=C12)CC=1OC(=C(C1)C)C (2-naphthalen-2-ylmethyl-4,5-dimethylfuran), C(C(=O)Cl)(=O)Cl (oxalyl chloride), [Sn](Cl)(Cl)(Cl)Cl (tin (IV) chloride). Yield: 19.9%.